From a dataset of the Open Reaction Database (ORD), a public repository of structured organic reaction records. describe an organic reaction: reactants, conditions, products, and yield Product: C(C#CC)OC1=NC=NC(=C1)N1C(CCCC1)C (4-(2-butynyloxy)-6-(2-methylpiperidino)pyrimidine). Procedure: Into 2 ml of N,N-dimethylformamide was resolved 183 mg of 4-chloro-6-(2-butynyloxy)pyrimidine, 166 mg of potassium carbonate and 99 mg of 2-methylpiperidine was added therein, and the mixture was stirred for 4 hours at 80 and 3 hours at 120° C. The reaction mixture was cooled to near room temperature, ethyl acetate was added therein, and the mixture was washed with a saturated sodium chloride aqueous solution three times. The organic layers were dried over anhydrous magnesium sulfate and concent... Reactants: CN(C=O)C (N,N-dimethylformamide), CC1NCCCC1 (2-methylpiperidine), ClC1=NC=NC(=C1)OCC#CC (4-chloro-6-(2-butynyloxy)pyrimidine), C([O-])([O-])=O.[K+].[K+] (potassium carbonate). Reaction SMILES: CN(C)C=O.Cl[C:7]1[CH:12]=[C:11]([O:13][CH2:14][C:15]#[C:16][CH3:17])[N:10]=[CH:9][N:8]=1.C(=O)([O-])[O-].[K+].[K+].[CH3:24][CH:25]1[CH2:30][CH2:29][CH2:28][CH2:27][NH:26]1>C(OCC)(=O)C>[CH2:14]([O:13][C:11]1[CH:12]=[C:7]([N:26]2[CH2:27][CH2:28][CH2:29][CH2:30][CH:25]2[CH3:24])[N:8]=[CH:9][N:10]=1)[C:15]#[C:16][CH3:17] |f:2.3.4|. Reaction conditions: temperature 120 celsius, time 3 hour. Solvent: C(C)(=O)OCC (ethyl acetate). The yield is 27.0%. The reactants are (2′R,6′S)-3,3″-dimethyl-1′,2′,3′,4′,5′,6′-hexahydro-[2,2′;6′,2′]terpyridine, C(C1=CC=CC=C1)N1NC=C(C1)CCOS(=O)(=O)C (methanesulfonic acid 2-(2-benzyl-1H-pyrazol-4-yl)-ethyl ester), CC1(NC(CCC1)(C)C)C (2,2,6,6-tetramethylpiperidine), CC#N (CH3CN). Product: C(C1=CC=CC=C1)N1NC=C(C1)CCN1[C@H](CCC[C@H]1C1=NC=CC=C1C)C1=NC=CC=C1C ((2′R,6′S)-1′-[2-(2-benzyl-1H-pyrazol-4-yl)-ethyl]-3,3″-dimethyl-1′,2′,3′,4′,5′,6′-hexahydro-[2,2′;6′,2″]terpyridine). Isolated yield 93.0%. RXN SMILES: [CH2:1]([N:8]1[CH2:12][C:11]([CH2:13][CH2:14]OS(C)(=O)=O)=[CH:10][NH:9]1)[C:2]1[CH:7]=[CH:6][CH:5]=[CH:4][CH:3]=1.C[C:21]1([CH3:29])[CH2:26][CH2:25][CH2:24][C:23]([CH3:28])(C)[NH:22]1.[CH3:30][C:31]#[N:32]>>[CH2:1]([N:8]1[CH2:12][C:11]([CH2:13][CH2:14][N:22]2[C@H:21]([C:29]3[C:11]([CH3:12])=[CH:10][CH:30]=[CH:31][N:32]=3)[CH2:26][CH2:25][CH2:24][C@@H:23]2[C:28]2[C:4]([CH3:5])=[CH:3][CH:2]=[CH:1][N:8]=2)=[CH:10][NH:9]1)[C:2]1[CH:7]=[CH:6][CH:5]=[CH:4][CH:3]=1. Procedure details: A mixture of (2′R,6′S)-3,3″-dimethyl-1′,2′,3′,4′,5′,6′-hexahydro-[2,2′;6′,2′]terpyridine (0.320 g, 1.20 mmol), methanesulfonic acid 2-(2-benzyl-1H-pyrazol-4-yl)-ethyl ester (0.540 g, 1.60 mmol) and 2,2,6,6-tetramethylpiperidine (0.255 g, 1.80 mmol) in CH3CN (5 mL) was stirred and heated at reflux overnight. The solvent was then removed, water (20 mL) was added, and the mixture was extracted with CH2Cl2 (3×20 mL). The extracts were combined and dried over Na2SO4. After filtration the solvent was ... Reactants: [OH-].[Na+] (sodium hydroxide), C(#N)C(C(=O)N)C1OC(C(=C1Cl)Cl)=O (2-Cyano-2-(3,4-dichloro-5-oxo-2,5-dihydrofuran-2-yl)acetamide), Cl.FC=1C=CC(=C(C1)CN)S(=O)(=O)C (1-[5-fluoro-2-(methylsulfonyl)phenyl]methanamine hydrochloride), C([O-])([O-])=O.[K+].[K+] (potassium carbonate). Run in C(C)O (ethanol). The product is Cl.ClC=1C=C(C(N(C1)CC1=C(C=CC(=C1)F)S(=O)(=O)C)=N)C(=O)N (5-chloro-1-[5-fluoro-2-(methylsulfonyl)benzyl]-2-imino-1,2-dihydropyridine-3-carboxamide hydrochloride). Isolated yield 45.3%. As a reaction SMILES: [C:1]([CH:3]([CH:7]1[C:11]([Cl:12])=[C:10](Cl)C(=O)O1)[C:4]([NH2:6])=[O:5])#[N:2].Cl.[F:16][C:17]1[CH:18]=[CH:19][C:20]([S:25]([CH3:28])(=[O:27])=[O:26])=[C:21]([CH2:23][NH2:24])[CH:22]=1.C(=O)([O-])[O-].[K+].[K+].[OH-].[Na+]>C(O)C>[ClH:12].[Cl:12][C:11]1[CH:7]=[C:3]([C:4]([NH2:6])=[O:5])[C:1](=[NH:2])[N:24]([CH2:23][C:21]2[CH:22]=[C:17]([F:16])[CH:18]=[CH:19][C:20]=2[S:25]([CH3:28])(=[O:27])=[O:26])[CH:10]=1 |f:1.2,3.4.5,6.7,9.10|. Reported procedure: 2-Cyano-2-(3,4-dichloro-5-oxo-2,5-dihydrofuran-2-yl)acetamide (3.0 g), 1-[5-fluoro-2-(methylsulfonyl)phenyl]methanamine hydrochloride (3.67 g) and potassium carbonate (5.29 g) were stirred in ethanol (50 ml) at 85° C. for 24 hr. The reaction mixture was treated with 1N sodium hydroxide solution, and extracted with ethyl acetate. The organic layer was washed with saturated brine, and dried over magnesium sulfate. The solvent was evaporated under reduced pressure. The residue was purified by basic... Starting materials: potassium t-amylate, C(CCC)[Li] (butyl lithium), 12.0, CC1=C(CCC=C1)C (dimethylcyclohexadiene). Solvent: CCCCC (pentane), CCCCCC (hexane). Conditions: time 8 hour. Product: CC1(C=CC=CC1)C.CC1(C=CCC=C1)C (5,5-dimethyl- 1,3-cyclohexadiene 3,3-dimethyl- 1,4-cyclohexadiene). As a reaction SMILES: [CH2:1]([Li])CCC.C[C:7]1[CH:12]=[CH:11][CH2:10][CH2:9][C:8]=1[CH3:13]>CCCCC.CCCCCC>[CH3:1][C:8]1([CH3:13])[CH2:7][CH:12]=[CH:11][CH:10]=[CH:9]1.[CH3:1][C:8]1([CH3:13])[CH:7]=[CH:12][CH2:11][CH:10]=[CH:9]1 |f:4.5|. Procedure details: To 14.0 g (0.111 mol) of potassium t-amylate (KOC(CH3)2C2H5) in 200 mL of pentane was added 44.4 mL of 2.5M (0.111 mol) butyl lithium in hexane with formation of a small amount of brownish insoluble material. To this was added 12.0 (0.111 mol) of the dimethylcyclohexadiene isomeric mixture. A bright orange product resulted. After stirring overnight, the color became brownish orange. The product was filtered, washed several times with pentane, then dried under reduced pressure. The yield of orang... Reactants: COC1=CC=C(C=C1)S (4-methoxy-benzenethiol), BrC1=C(C=CC(=C1)F)I (2-bromo-4-fluoro-1-iodo-benzene), BrC1=C(C=CC(=C1)F)N (2-bromo-4-fluoro-phenylamine). The product is BrC1=C(C=C(C=C1)F)SC1=CC=C(C=C1)OC (2-Bromo-5-fluoro-1-(4-methoxy-phenylsulfanyl)-benzene). RXN SMILES: [CH3:1][O:2][C:3]1[CH:8]=[CH:7][C:6]([SH:9])=[CH:5][CH:4]=1.Br[C:11]1[CH:16]=[C:15]([F:17])[CH:14]=[CH:13][C:12]=1I.[Br:19]C1C=C(F)C=CC=1N>>[Br:19][C:12]1[CH:13]=[CH:14][C:15]([F:17])=[CH:16][C:11]=1[S:9][C:6]1[CH:7]=[CH:8][C:3]([O:2][CH3:1])=[CH:4][CH:5]=1. Procedure details: Prepared from 4-methoxy-benzenethiol and 2-bromo-4-fluoro-1-iodo-benzene (prepared from 2-bromo-4-fluoro-phenylamine by diazotization according to the general procedure by Tunney and Stille J. Org. Chem. 1987, 52, 748-753) Starting materials: C(C)(C)(C)OC(=O)NC(=NC(=O)OC(C)(C)C)N1CC2=CC(=CC=C2CC1)OCC1CCNCC1 (N,N′-di-tert-butoxycarbonyl-7-(piperidin-4-ylmethoxy)-1,2,3,4-tetrahydroisoquinoline-2-carboxamidine), N1=CC=CC=C1 (pyridine), C1(=CC=CC=C1)CS(=O)(=O)Cl (α-toluenesulfonyl chloride). The reagents and catalysts are CN(C1=CC=NC=C1)C (4-dimethylaminopyridine). Run in O1CCCC1 (tetrahydrofuran). Conditions: time 12 hour. Product: C(C)(C)(C)OC(=O)NC(=NC(=O)OC(C)(C)C)N1CC2=CC(=CC=C2CC1)OCC1CCN(CC1)S(=O)(=O)CC1=CC=CC=C1 (N,N′-Di-tert-Butoxycarbonyl-7-(1-benzylsulfonylpiperidin-4-ylmethoxy)-1,2,3,4-tetrahydroisoquinoline-2-carboxamidine). Isolated yield 36.5%. Reaction SMILES: [C:1]([O:5][C:6]([NH:8][C:9]([N:18]1[CH2:27][CH2:26][C:25]2[C:20](=[CH:21][C:22]([O:28][CH2:29][CH:30]3[CH2:35][CH2:34][NH:33][CH2:32][CH2:31]3)=[CH:23][CH:24]=2)[CH2:19]1)=[N:10][C:11]([O:13][C:14]([CH3:17])([CH3:16])[CH3:15])=[O:12])=[O:7])([CH3:4])([CH3:3])[CH3:2].N1C=CC=CC=1.[C:42]1([CH2:48][S:49](Cl)(=[O:51])=[O:50])[CH:47]=[CH:46][CH:45]=[CH:44][CH:43]=1>O1CCCC1.CN(C)C1C=CN=CC=1>[C:14]([O:13][C:11]([NH:10][C:9]([N:18]1[CH2:27][CH2:26][C:25]2[C:20](=[CH:21][C:22]([O:28][CH2:29][CH:30]3[CH2:35][CH2:34][N:33]([S:49]([CH2:48][C:42]4[CH:47]=[CH:46][CH:45]=[CH:44][CH:43]=4)(=[O:51])=[O:50])[CH2:32][CH2:31]3)=[CH:23][CH:24]=2)[CH2:19]1)=[N:8][C:6]([O:5][C:1]([CH3:2])([CH3:3])[CH3:4])=[O:7])=[O:12])([CH3:17])([CH3:16])[CH3:15]. Procedure: To a solution of N,N′-di-tert-butoxycarbonyl-7-(piperidin-4-ylmethoxy)-1,2,3,4-tetrahydroisoquinoline-2-carboxamidine (100 mg) in tetrahydrofuran (1.5 ml) were added pyridine (0.02 ml), 4-dimethylaminopyridine (12 mg) and α-toluenesulfonyl chloride (43 mg), and the mixture was stirred at room temperature for 12 hours and then at 50° C. for 6 hours. After completion of the reaction, the mixture was extracted with ethyl acetate and washed successively with water and saturated brine. The organic la... Starting materials: C([O-])([O-])=O.[K+].[K+] (potassium carbonate), [I-].[K+] (potassium iodide), S(=O)(=O)([O-])S(=O)(=O)[O-].[Na+].[Na+] (sodium dithionate), C(Cl)C1CO1 (epichlorohydrin), OC1=CC=CC=2NC3=CC=CC=C3C12 (4-hydroxy carbazole). Run in CC(=O)C (acetone). The product is O1C(COC2=CC=CC=3C4=CC=CC=C4NC23)C1 ((2,3-Epoxy propoxy)carbazole). As a reaction SMILES: O[C:2]1[C:14]2[C:13]3[C:8](=[CH:9][CH:10]=[CH:11][CH:12]=3)[NH:7][C:6]=2[CH:5]=[CH:4][CH:3]=1.[C:15](=[O:18])([O-])[O-].[K+].[K+].[I-].[K+].S(S([O-])(=O)=O)([O-])(=O)=O.[Na+].[Na+].C([CH:35]1[O:37][CH2:36]1)Cl>CC(C)=O>[O:18]1[CH2:15][CH:35]1[CH2:36][O:37][C:5]1[C:6]2[NH:7][C:8]3[C:13](=[CH:12][CH:11]=[CH:10][CH:9]=3)[C:14]=2[CH:2]=[CH:3][CH:4]=1 |f:1.2.3,4.5,6.7.8|. Reported procedure: 100 g (0.55 moles) of 4-hydroxy carbazole is dissolved in 600 ml of acetone. To that 188 g (1.36 moles) potassium carbonate, 2.0 g potassium iodide and 0.5 g sodium dithionate are added under nitrogen. The reaction mass is refluxed for 1.0 hr, cooled to room temperature followed by the addition of 150 g (1.62 moles) of epichlorohydrin through a dropping funnel over 40-45 min at room temp. The reaction mass is further refluxed for 32 hrs and then cooled to room temp and filtered. The above filtra...